Dataset: the Open Reaction Database (ORD), a public repository of structured organic reaction records. Task: describe an organic reaction: reactants, conditions, products, and yield Starting materials: C(C#C)Br (propargyl bromide), C(#N)C=1C=C(CC2=C(C=NC(C3=CC=CC=C3)C3=CC=CC=C3)C=CC=C2)C=CC1 (N-[2-(3-cyanobenzyl)benzylidene]-1,1-diphenylmethanamine), solution, CC(C)([O-])C.[K+] (potassium tert-butoxide). Run in [Cl-].[NH4+] (ammonium chloride), O1CCCC1 (tetrahydrofuran), O1CCCC1 (tetrahydrofuran). Run at time 20 minute. Product: C1(=CC=CC=C1)C(=NC(C1=C(C=CC=C1)CC1=CC(=CC=C1)C#N)CC#C)C1=CC=CC=C1 (N-(diphenylmethylidene)-2-(3-cyanobenzyl)-a-2-propynyl-benzenemethanamine). RXN SMILES: [C:1]([C:3]1[CH:4]=[C:5]([CH:28]=[CH:29][CH:30]=1)[CH2:6][C:7]1[CH:27]=[CH:26][CH:25]=[CH:24][C:8]=1[CH:9]=[N:10][CH:11]([C:18]1[CH:23]=[CH:22][CH:21]=[CH:20][CH:19]=1)[C:12]1[CH:17]=[CH:16][CH:15]=[CH:14][CH:13]=1)#[N:2].[CH3:31][C:32](C)([O-])[CH3:33].[K+].C(Br)C#C>O1CCCC1.[Cl-].[NH4+]>[C:18]1([C:11]([C:12]2[CH:17]=[CH:16][CH:15]=[CH:14][CH:13]=2)=[N:10][CH:9]([CH2:33][C:32]#[CH:31])[C:8]2[CH:24]=[CH:25][CH:26]=[CH:27][C:7]=2[CH2:6][C:5]2[CH:28]=[CH:29][CH:30]=[C:3]([C:1]#[N:2])[CH:4]=2)[CH:19]=[CH:20][CH:21]=[CH:22][CH:23]=1 |f:1.2,5.6|. Reported procedure: To a stirred suspension of 3.58 g of 2-(3-cyanobenzyl)benzaldehyde and 10.4 g of anhydrous magnesium sulfate was added 3.6 ml of diphenylmethanamine, and the stirring continued overnight. The reaction was filtered through dicalite and the filtrate evaporated to give an oil that crystallised on addition of diethyl ether and cooling to 4° C. to give 4.11 g of N-[2-(3-cyanobenzyl)benzylidene]-1,1-diphenylmethanamine, melting at 113-115° C. A stirred solution of 1.0 g of N-[2-(3-cyanobenzyl)benzylid... The reactants are BrC1=C(C(=O)OC(C)(C)C)C=CC=C1 (tert-butyl 2-bromobenzoate), B(C=1C=CC(=CC1)C)(O)O (p-tolylboronic acid), C([O-])([O-])=O.[K+].[K+] (potassium carbonate), O1CCOCC1 (dioxane). Reagents/catalysts: C=1C=CC(=CC1)[P](C=2C=CC=CC2)(C=3C=CC=CC3)[Pd]([P](C=4C=CC=CC4)(C=5C=CC=CC5)C=6C=CC=CC6)([P](C=7C=CC=CC7)(C=8C=CC=CC8)C=9C=CC=CC9)[P](C=1C=CC=CC1)(C=1C=CC=CC1)C=1C=CC=CC1 (Pd(PPh3)4). The solvent is O (water). Conditions: temperature 100 celsius. The product is CC1=CC=C(C=C1)C=1C(=CC=CC1)C(=O)OC(C)(C)C (tert-Butyl 4′-methylbiphenyl-2-carboxylate). As a reaction SMILES: Br[C:2]1[CH:14]=[CH:13][CH:12]=[CH:11][C:3]=1[C:4]([O:6][C:7]([CH3:10])([CH3:9])[CH3:8])=[O:5].B(O)(O)[C:16]1[CH:17]=[CH:18][C:19]([CH3:22])=[CH:20][CH:21]=1.C(=O)([O-])[O-].[K+].[K+].O1CCOCC1>C1C=CC([P]([Pd]([P](C2C=CC=CC=2)(C2C=CC=CC=2)C2C=CC=CC=2)([P](C2C=CC=CC=2)(C2C=CC=CC=2)C2C=CC=CC=2)[P](C2C=CC=CC=2)(C2C=CC=CC=2)C2C=CC=CC=2)(C2C=CC=CC=2)C2C=CC=CC=2)=CC=1.O>[CH3:22][C:19]1[CH:20]=[CH:21][C:16]([C:2]2[C:3]([C:4]([O:6][C:7]([CH3:10])([CH3:9])[CH3:8])=[O:5])=[CH:11][CH:12]=[CH:13][CH:14]=2)=[CH:17][CH:18]=1 |f:2.3.4,^1:40,42,61,80|. Procedure: To a 350 mL high-pressure vial was added tert-butyl 2-bromobenzoate (5.142 g, 20.0 mmol), p-tolylboronic acid (4.08 g, 30.0 mmol), Pd(PPh3)4 (3.47 g, 3.0 mmol), potassium carbonate (8.29 g, 60.0 mmol) and dioxane with water (4:1, 200 mL). The mixture was degassed for 5 min and sealed. The mixture was heated at 100° C. for 40 min wherein analytical HPLC analysis indicated the completion of the reaction. The mixture was filtered through Celite and MeOH was used to wash the Celite pad. The solvent ... Starting materials: O=C(Br)CBr, ClCCl, Nc1ccc(C2(c3ccc(Cl)cc3)OCCO2)cc1C(O)c1cccc(Cl)c1. Product: O=C(CBr)Nc1ccc(C2(c3ccc(Cl)cc3)OCCO2)cc1C(O)c1cccc(Cl)c1. As a reaction SMILES: [Br:29][CH2:30][C:31](=[O:32])[Br:33].[Cl:34][CH2:35][Cl:36].[NH2:1][c:2]1[c:3]([CH:20]([OH:21])[c:22]2[cH:23][c:24]([Cl:28])[cH:25][cH:26][cH:27]2)[cH:4][c:5]([C:8]2([c:13]3[cH:14][cH:15][c:16]([Cl:19])[cH:17][cH:18]3)[O:9][CH2:10][CH2:11][O:12]2)[cH:6][cH:7]1>>[NH:1]([c:2]1[c:3]([CH:20]([OH:21])[c:22]2[cH:23][c:24]([Cl:28])[cH:25][cH:26][cH:27]2)[cH:4][c:5]([C:8]2([c:13]3[cH:14][cH:15][c:16]([Cl:19])[cH:17][cH:18]3)[O:9][CH2:10][CH2:11][O:12]2)[cH:6][cH:7]1)[C:31]([CH2:30][Br:29])=[O:32].